Dataset: the Open Reaction Database (ORD), a public repository of structured organic reaction records. Task: describe an organic reaction: reactants, conditions, products, and yield The reactants are [BH3-]C#N, N#Cc1ccc(C(=O)CCCc2c[nH]cn2)cc1, CO, Cl, [Na+]. Yields the product N#Cc1ccc(C2CCCc3cncn32)cc1. RXN SMILES: [C:19]([BH3-:20])#[N:21].[C:1](#[N:2])[c:3]1[cH:4][cH:5][c:6]([C:9]([CH2:10][CH2:11][CH2:12][c:13]2[n:14][cH:15][nH:16][cH:17]2)=[O:18])[cH:7][cH:8]1.[CH3:24][OH:25].[ClH:23].[Na+:22]>>[C:1](#[N:2])[c:3]1[cH:4][cH:5][c:6]([CH:9]2[CH2:10][CH2:11][CH2:12][c:13]3[n:14]2[cH:15][n:16][cH:17]3)[cH:7][cH:8]1. Starting materials: CCOC(=O)CO, C(=NC1CCCCC1)=NC1CCCCC1, CC(C(=O)O)=C1CCCC(C)(C)C1, CN(C)c1ccncc1, ClCCl. The product is CCOC(=O)COC(=O)C(C)=C1CCCC(C)(C)C1. Reaction SMILES: [C:14]([CH2:15][OH:16])(=[O:17])[O:18][CH2:19][CH3:20].[CH2:21]1[CH2:22][CH2:23][CH:24]([N:25]=[C:26]=[N:27][CH:28]2[CH2:29][CH2:30][CH2:31][CH2:32][CH2:33]2)[CH2:34][CH2:35]1.[CH3:1][C:2]1([CH3:13])[CH2:3][C:4](=[C:8]([C:9](=[O:10])[OH:11])[CH3:12])[CH2:5][CH2:6][CH2:7]1.[CH3:39][N:40]([CH3:41])[c:42]1[cH:43][cH:44][n:45][cH:46][cH:47]1.[Cl:36][CH2:37][Cl:38]>>[CH3:1][C:2]1([CH3:13])[CH2:3][C:4](=[C:8]([C:9]([O:10][CH2:15][C:14](=[O:17])[O:18][CH2:19][CH3:20])=[O:11])[CH3:12])[CH2:5][CH2:6][CH2:7]1. Reactants: c1ccc(C2CN2)cc1, c1c[nH]cn1. Product: NCC(c1ccccc1)n1ccnc1. RXN SMILES: [c:1]1([CH:7]2[NH:8][CH2:9]2)[cH:2][cH:3][cH:4][cH:5][cH:6]1.[nH:10]1[cH:11][n:12][cH:13][cH:14]1>>[c:1]1([CH:7]([CH2:9][NH2:8])[n:10]2[cH:11][n:12][cH:13][cH:14]2)[cH:2][cH:3][cH:4][cH:5][cH:6]1. Reactants: COC(=O)c1cc(O)cc(OCC(=O)OCc2ccccc2)c1, CO. Product: COC(=O)c1cc(O)cc(OCC(=O)O)c1. As a reaction SMILES: [CH2:1]([c:2]1[cH:3][cH:4][cH:5][cH:6][cH:7]1)[O:8][C:9](=[O:10])[CH2:11][O:12][c:13]1[cH:14][c:15]([C:16](=[O:17])[O:18][CH3:19])[cH:20][c:21]([OH:23])[cH:22]1.[CH3:24][OH:25]>>[O:8]=[C:9]([OH:10])[CH2:11][O:12][c:13]1[cH:14][c:15]([C:16](=[O:17])[O:18][CH3:19])[cH:20][c:21]([OH:23])[cH:22]1. The reactants are C(C)OC(=O)C1=C(C=2C(=CN=CC2)S1)O (3-hydroxy-thieno[2,3-c]pyridine-2-carboxylic acid ethyl ester-), CCN(C(C)C)C(C)C (DIPEA), FC(C(C(S(=O)(=O)F)(F)F)(F)F)(C(F)(F)F)F (nonafluorobutylsulfonyl fluoride). Reagents/catalysts: CN(C)C=1C=CN=CC1 (DMAP). Run in C(Cl)Cl (DCM), C(Cl)Cl (DCM). Run at time 20 hour. Product: C(C)OC(=O)C1=C(C=2C(=CN=CC2)S1)OS(=O)(=O)C(C(C(C(F)(F)F)(F)F)(F)F)(F)F (3-(Nonafluorobutane-1-sulfonyloxy)-thieno[2,3-c]pyridine-2-carboxylic acid ethyl ester). RXN SMILES: [CH2:1]([O:3][C:4]([C:6]1[S:14][C:9]2=[CH:10][N:11]=[CH:12][CH:13]=[C:8]2[C:7]=1[OH:15])=[O:5])[CH3:2].CCN(C(C)C)C(C)C.[F:25][C:26]([F:41])([C:37]([F:40])([F:39])[F:38])[C:27]([F:36])([F:35])[C:28]([F:34])([F:33])[S:29](F)(=[O:31])=[O:30]>CN(C1C=CN=CC=1)C.C(Cl)Cl>[CH2:1]([O:3][C:4]([C:6]1[S:14][C:9]2=[CH:10][N:11]=[CH:12][CH:13]=[C:8]2[C:7]=1[O:15][S:29]([C:28]([F:33])([F:34])[C:27]([F:35])([F:36])[C:26]([F:25])([F:41])[C:37]([F:40])([F:39])[F:38])(=[O:31])=[O:30])=[O:5])[CH3:2]. Reported procedure: To a stirred solution of 3-hydroxy-thieno[2,3-c]pyridine-2-carboxylic acid ethyl ester-(950 mg, 4.26 mmol) and DMAP (26 mg, 0.21 mmol) in DCM (12 ml) at 0° C. was added DIPEA (1.8 ml, 10.2 mmol) and nonafluorobutylsulfonyl fluoride (0.99 ml, 5.53 mmol). After 10 minutes the reaction mixture was warmed to room temperature and stirred for an additional 20 hours. The reaction mixture was diluted with DCM (30 ml) and washed with water (20 ml). The organic phase was dried over sodium sulphate, filter...